From a dataset of the Open Reaction Database (ORD), a public repository of structured organic reaction records. describe an organic reaction: reactants, conditions, products, and yield The reactants are S1C(=NC2=C1C=CC=C2)N(C(=O)C=2C=CC=C1CCN(CC21)C=2SC(=C(N2)C(=O)OC(C)(C)C)C#CCO)COCC[Si](C)(C)C (tert-butyl 2-(8-(benzo[d]thiazol-2-yl((2-(trimethylsilyl)ethoxy)methyl)carbamoyl)-3,4-dihydroisoquinolin-2(1H)-yl)-5-(3-hydroxyprop-1-ynyl)thiazole-4-carboxylate). The reagents and catalysts are O=[Pt]=O (PtO2). Run in CCOC(=O)C (EtOAc). Conditions: time 8 hour. Product: S1C(=NC2=C1C=CC=C2)N(C(=O)C=2C=CC=C1CCN(CC21)C=2SC(=C(N2)C(=O)OC(C)(C)C)CCCO)COCC[Si](C)(C)C (tert-butyl 2-(8-(benzo[d]thiazol-2-yl((2-(trimethylsilyl)ethoxy)methyl)carbamoyl)-3,4-dihydroisoquinolin-2(1H)-yl)-5-(3-hydroxypropyl)thiazole-4-carboxylate). Reaction SMILES: [S:1]1[C:5]2[CH:6]=[CH:7][CH:8]=[CH:9][C:4]=2[N:3]=[C:2]1[N:10]([CH2:39][O:40][CH2:41][CH2:42][Si:43]([CH3:46])([CH3:45])[CH3:44])[C:11]([C:13]1[CH:14]=[CH:15][CH:16]=[C:17]2[C:22]=1[CH2:21][N:20]([C:23]1[S:24][C:25]([C:35]#[C:36][CH2:37][OH:38])=[C:26]([C:28]([O:30][C:31]([CH3:34])([CH3:33])[CH3:32])=[O:29])[N:27]=1)[CH2:19][CH2:18]2)=[O:12]>CCOC(C)=O.O=[Pt]=O>[S:1]1[C:5]2[CH:6]=[CH:7][CH:8]=[CH:9][C:4]=2[N:3]=[C:2]1[N:10]([CH2:39][O:40][CH2:41][CH2:42][Si:43]([CH3:44])([CH3:45])[CH3:46])[C:11]([C:13]1[CH:14]=[CH:15][CH:16]=[C:17]2[C:22]=1[CH2:21][N:20]([C:23]1[S:24][C:25]([CH2:35][CH2:36][CH2:37][OH:38])=[C:26]([C:28]([O:30][C:31]([CH3:32])([CH3:33])[CH3:34])=[O:29])[N:27]=1)[CH2:19][CH2:18]2)=[O:12]. Procedure: To a solution of methyl 2-(8-(benzo[d]thiazol-2-ylcarbamoyl)-3,4-dihydroisoquinolin-2(1H)-yl)-5-(3-hydroxyprop-1-ynyl)thiazole-4-carboxylate (38D) (2.0 g, 3.96 mmol) in EtOAc (20 mL) was added PtO2 (240 mg, 1.1 mmol). The mixture was stirred at rt under hydrogen (balloon) overnight. The mixture was then filtered and the filtrate was concentrated under reduced pressure to provide the desired product 38E: 1H NMR (300 MHz, CDCl3) δ ppm 8.30 (1H, m), 7.71 (1H, d), 7.59 (1H, m), 7.49 (1H, m), 7.35 (3... Reactants: O[C@@H]1[C@]2(C)[C@@H](C[C@H]1C)[C@@H]1CCC3=CC(CCC3=C1CC2)=O (17β-hydroxy-16α-methyl-4,9(10)-estradien-3-one), CC(=O)C.OS(=O)(=O)O.O=[Cr](=O)=O (Jones reagent), O (water). The solvent is CC(=O)C (acetone). Conditions: time 20 minute. Yields the product C[C@H]1C([C@]2(C)[C@@H](C1)[C@@H]1CCC3=CC(CCC3=C1CC2)=O)=O (16α-methyl-4,9(10)-estradiene-3,17-dione). The yield is 94.6%. As a reaction SMILES: [OH:1][C@H:2]1[C@H:7]([CH3:8])[CH2:6][C@H:5]2[C@H:9]3[C:18]([CH2:19][CH2:20][C@:3]12[CH3:4])=[C:17]1[C:12](=[CH:13][C:14](=[O:21])[CH2:15][CH2:16]1)[CH2:11][CH2:10]3.CC(C)=O.OS(O)(=O)=O.O=[Cr](=O)=O.O>CC(C)=O>[CH3:8][C@@H:7]1[CH2:6][C@H:5]2[C@H:9]3[C:18]([CH2:19][CH2:20][C@:3]2([CH3:4])[C:2]1=[O:1])=[C:17]1[C:12](=[CH:13][C:14](=[O:21])[CH2:15][CH2:16]1)[CH2:11][CH2:10]3 |f:1.2.3|. Reported procedure: A solution of 4.58 g of 17β-hydroxy-16α-methyl-4,9(10)-estradien-3-one (prepared according to 1[e]) in 200 ml of acetone is combined under ice water cooling dropwise with 8.5 ml of Jones reagent (J. Chem. Soc. [London] 1946, 39). The mixture is stirred, after this addition, at room temperature for 20 minutes, thereafter poured into water, and extracted with methylene chloride. The methylene chloride extracts are washed with saturated sodium chloride solution, dried over sodium sulfate, and conce... The reactants are C(C)OC(=O)C=1C=NC2=CC=CC=C2C1Cl (4-Chloro-quinoline-3-carboxylic acid ethyl ester), C1(CCCC1)N (cyclopentylamine). The product is C(C)OC(=O)C=1C=NC2=CC=CC=C2C1NC1CCCC1 (4-Cyclopentylamino-quinoline-3-carboxylic acid ethyl ester). As a reaction SMILES: [CH2:1]([O:3][C:4]([C:6]1[CH:7]=[N:8][C:9]2[C:14]([C:15]=1Cl)=[CH:13][CH:12]=[CH:11][CH:10]=2)=[O:5])[CH3:2].[CH:17]1([NH2:22])[CH2:21][CH2:20][CH2:19][CH2:18]1>>[CH2:1]([O:3][C:4]([C:6]1[CH:7]=[N:8][C:9]2[C:14]([C:15]=1[NH:22][CH:17]1[CH2:21][CH2:20][CH2:19][CH2:18]1)=[CH:13][CH:12]=[CH:11][CH:10]=2)=[O:5])[CH3:2]. Reported procedure: 4-Chloro-quinoline-3-carboxylic acid ethyl ester (125 mg, 0.53 mmol) was treated with cyclopentylamine following general procedure B to afford 4-Cyclopentylamino-quinoline-3-carboxylic acid ethyl ester (110 mg). Thus obtained amino-ester was hydrolyzed to the corresponding acid using general procedure D and then transformed into the corresponding ethylamide (80 mg) following general procedure E. The above ethylamide (0.28 mmol) was subjected to reaction with methyl chloroformate according to gen... Starting materials: C([O-])([O-])=O.[Na+].[Na+] (sodium carbonate), BrC=1C(=C(C=CC1)Br)Br (tribromobenzene), C1(=CC=C2C=CC3=CC=CC4=CC=C1C2=C34)B(O)O (1-pyrenyl boronic acid), tetrakis(triphenylphophine)palladium. Solvent: C1(=CC=CC=C1)C (toluene). Reaction conditions: time 7 hour. The product is C1(=CC=C2C=CC3=CC=CC4=CC=C1C2=C34)C=3C=C(C=C(C3)C3=CC=C4C=CC2=CC=CC1=CC=C3C4=C21)Br (3,5-dipyrenylbromobenzene). Yield: 38.6%. As a reaction SMILES: Br[C:2]1[C:3](Br)=[C:4]([Br:8])[CH:5]=[CH:6][CH:7]=1.[C:10]1(B(O)O)[C:23]2[C:24]3=[C:25]4[C:20](=[CH:21][CH:22]=2)[CH:19]=[CH:18][CH:17]=[C:16]4[CH:15]=[CH:14][C:13]3=[CH:12][CH:11]=1.C(=O)([O-])[O-].[Na+].[Na+]>C1(C)C=CC=CC=1>[C:10]1([C:6]2[CH:5]=[C:4]([Br:8])[CH:3]=[C:2]([C:17]3[C:16]4[C:25]5=[C:24]6[C:13](=[CH:14][CH:15]=4)[CH:12]=[CH:11][CH:10]=[C:23]6[CH:22]=[CH:21][C:20]5=[CH:19][CH:18]=3)[CH:7]=2)[C:23]2[C:24]3=[C:25]4[C:20](=[CH:21][CH:22]=2)[CH:19]=[CH:18][CH:17]=[C:16]4[CH:15]=[CH:14][C:13]3=[CH:12][CH:11]=1 |f:2.3.4|. Procedure: Under the atmosphere of argon gas, 6 g of tribromobenzene available as a commercial reagent, 9.4 g of 1-pyrenyl boronic acid and 0.88 g of tetrakis(triphenylphophine)palladium were dissolved in 150 ml of toluene, and then the 57 ml of 2M sodium carbonate aqueous solution was added therein, followed by 7 hours reflux on heating. After standing to cool, the precipitated solid was separated through filtration, and then followed by washing with water and methanol, and drying. The obtained solid was ... Starting materials: NCCCCC(=O)O (5-aminopentanoic acid), C(C1=CC=CC=C1)O (benzyl alcohol), O.C1(=CC=C(C=C1)S(=O)(=O)O)C (p-toluenesulfonic acid monohydrate), C1=CC=CC=C1 (benzene). The solvent is O (water). Reaction conditions: time 16 hour. Yields the product C1(=CC=C(C=C1)S(=O)(=O)O)C.C(C1=CC=CC=C1)OC(CCCCN)=O (5-aminopentanoic acid benzyl ester p-toluenesulfonate). Reaction SMILES: [NH2:1][CH2:2][CH2:3][CH2:4][CH2:5][C:6]([OH:8])=[O:7].O.[C:10]1([CH3:20])[CH:15]=[CH:14][C:13]([S:16]([OH:19])(=[O:18])=[O:17])=[CH:12][CH:11]=1.C1C=CC=CC=1.[CH2:27](O)[C:28]1[CH:33]=[CH:32][CH:31]=[CH:30][CH:29]=1>O>[C:10]1([CH3:20])[CH:11]=[CH:12][C:13]([S:16]([OH:19])(=[O:17])=[O:18])=[CH:14][CH:15]=1.[CH2:27]([O:7][C:6](=[O:8])[CH2:5][CH2:4][CH2:3][CH2:2][NH2:1])[C:28]1[CH:33]=[CH:32][CH:31]=[CH:30][CH:29]=1 |f:1.2,6.7|. Procedure: 11.7 Parts 5-aminopentanoic acid and 22.8 parts p-toluenesulfonic acid monohydrate is suspended in 180 parts benzene and 32.4 parts benzyl alcohol is added. A continuous water separator is attached to the flask and the mixture stirred at vigorous reflux temperature for 16 hours. After cooling to room temperature, the solvent is removed under reduced pressure and the residual oil shaken with n-hexane. The supernatant is discarded and the gummy product rubbed with ethyl ether causing crystallizati... The reactants are CC(C)C(=O)Nc1cccc(C2CCNCC2)c1, ClCCCn1ccc2ccccc21. Product: CC(C)C(=O)Nc1cccc(C2CCN(CCCn3ccc4ccccc43)CC2)c1. Reaction SMILES: [CH3:14][CH:15]([C:16](=[O:17])[NH:18][c:19]1[cH:20][c:21]([CH:25]2[CH2:26][CH2:27][NH:28][CH2:29][CH2:30]2)[cH:22][cH:23][cH:24]1)[CH3:31].[Cl:1][CH2:2][CH2:3][CH2:4][n:5]1[cH:6][cH:7][c:8]2[cH:9][cH:10][cH:11][cH:12][c:13]12>>[CH2:2]([CH2:3][CH2:4][n:5]1[cH:6][cH:7][c:8]2[cH:9][cH:10][cH:11][cH:12][c:13]12)[N:28]1[CH2:27][CH2:26][CH:25]([c:21]2[cH:20][c:19]([NH:18][C:16]([CH:15]([CH3:14])[CH3:31])=[O:17])[cH:24][cH:23][cH:22]2)[CH2:30][CH2:29]1. The reactants are CN(C)C=O, CN1CC(CCCl)Oc2ncccc2C1=O, c1c[nH]cn1. Yields the product CN1CC(CCn2ccnc2)Oc2ncccc2C1=O. RXN SMILES: [CH3:22][N:23]([CH3:24])[CH:25]=[O:26].[Cl:1][CH2:2][CH2:3][CH:4]1[O:5][c:6]2[c:7]([cH:13][cH:14][cH:15][n:16]2)[C:8](=[O:12])[N:9]([CH3:11])[CH2:10]1.[nH:17]1[cH:18][n:19][cH:20][cH:21]1>>[CH2:2]([CH2:3][CH:4]1[O:5][c:6]2[c:7]([cH:13][cH:14][cH:15][n:16]2)[C:8](=[O:12])[N:9]([CH3:11])[CH2:10]1)[n:17]1[cH:18][n:19][cH:20][cH:21]1.